This data is from the Open Reaction Database (ORD), a public repository of structured organic reaction records. The task is: describe an organic reaction: reactants, conditions, products, and yield Starting materials: CCOC(Cc1ccc(OCc2ccccc2)cc1[N+](=O)[O-])C(=O)OC, CSC, ClCCl, O. The product is CCOC(Cc1ccc(O)cc1[N+](=O)[O-])C(=O)OC. As a reaction SMILES: [CH3:1][O:2][C:3]([CH:4]([CH2:5][c:6]1[c:7]([N+:20](=[O:21])[O-:22])[cH:8][c:9]([O:12][CH2:13][c:14]2[cH:15][cH:16][cH:17][cH:18][cH:19]2)[cH:10][cH:11]1)[O:23][CH2:24][CH3:25])=[O:26].[CH3:27][S:28][CH3:29].[Cl:31][CH2:32][Cl:33].[OH2:30]>>[CH3:1][O:2][C:3]([CH:4]([CH2:5][c:6]1[c:7]([N+:20](=[O:21])[O-:22])[cH:8][c:9]([OH:12])[cH:10][cH:11]1)[O:23][CH2:24][CH3:25])=[O:26]. The reactants are CC(C)(C)[Si](C)(C)OCC1CC(c2ccc(Br)cc2)=NO1, CC(=O)NCC1CN(c2ccc([Sn](C)(C)C)cc2)C(=O)O1. Product: CC(=O)NCC1CN(c2ccc(-c3ccc(C4=NOC(CO[Si](C)(C)C(C)(C)C)C4)cc3)cc2)C(=O)O1. RXN SMILES: [Br:22][c:23]1[cH:24][cH:25][c:26]([C:29]2=[N:30][O:31][CH:32]([CH2:34][O:35][Si:36]([CH3:37])([CH3:38])[C:39]([CH3:40])([CH3:41])[CH3:42])[CH2:33]2)[cH:27][cH:28]1.[O:1]=[C:2]1[O:3][CH:4]([CH2:17][NH:18][C:19]([CH3:20])=[O:21])[CH2:5][N:6]1[c:7]1[cH:8][cH:9][c:10]([Sn:13]([CH3:14])([CH3:15])[CH3:16])[cH:11][cH:12]1>>[O:1]=[C:2]1[O:3][CH:4]([CH2:17][NH:18][C:19]([CH3:20])=[O:21])[CH2:5][N:6]1[c:7]1[cH:8][cH:9][c:10](-[c:23]2[cH:24][cH:25][c:26]([C:29]3=[N:30][O:31][CH:32]([CH2:34][O:35][Si:36]([CH3:37])([CH3:38])[C:39]([CH3:40])([CH3:41])[CH3:42])[CH2:33]3)[cH:27][cH:28]2)[cH:11][cH:12]1. Starting materials: C(C1=CC=CC=C1)(C1=CC=CC=C1)OC([C@@H](NC(CCCCCCCCCCCCCCC)=O)CSCC(CCCCCCCCCCCCCCCC)OC(CCCCCCCCCCCCCCC)=O)=O (N-palmitoyl-S-[2-(R,S)-palmitoyloxyoctadecyl]-(L)-cysteine benzhydryl ester), ligroin. Run in petroleum ether, FC(C(=O)O)(F)F (trifluoroacetic acid), C(Cl)Cl (methylene chloride). Product: C(CCCCCCCCCCCCCCC)(=O)ON[C@@H](CSCC(CCCCCCCCCCCCCCCC)OC(CCCCCCCCCCCCCCC)=O)C(=O)O (N-palmitoyloxy-S-[2(R,S)-palmitoyloxyoctadecyl]-(L)-cysteine). Reaction SMILES: C([O:14][C:15](=[O:73])[C@H:16]([CH2:35][S:36][CH2:37][CH:38]([O:55][C:56](=[O:72])[CH2:57][CH2:58][CH2:59][CH2:60][CH2:61][CH2:62][CH2:63][CH2:64][CH2:65][CH2:66][CH2:67][CH2:68][CH2:69][CH2:70][CH3:71])[CH2:39][CH2:40][CH2:41][CH2:42][CH2:43][CH2:44][CH2:45][CH2:46][CH2:47][CH2:48][CH2:49][CH2:50][CH2:51][CH2:52][CH2:53][CH3:54])[NH:17]C(=O)CCCCCCCCCCCCCCC)(C1C=CC=CC=1)C1C=CC=CC=1>FC(F)(F)C(O)=O.C(Cl)Cl>[C:56]([O:72][NH:17][C@H:16]([C:15]([OH:14])=[O:73])[CH2:35][S:36][CH2:37][CH:38]([O:55][C:56](=[O:72])[CH2:57][CH2:58][CH2:59][CH2:60][CH2:61][CH2:62][CH2:63][CH2:64][CH2:65][CH2:66][CH2:67][CH2:68][CH2:69][CH2:70][CH3:71])[CH2:39][CH2:40][CH2:41][CH2:42][CH2:43][CH2:44][CH2:45][CH2:46][CH2:47][CH2:48][CH2:49][CH2:50][CH2:51][CH2:52][CH2:53][CH3:54])(=[O:55])[CH2:57][CH2:58][CH2:59][CH2:60][CH2:61][CH2:62][CH2:63][CH2:64][CH2:65][CH2:66][CH2:67][CH2:68][CH2:69][CH2:70][CH3:71]. Procedure: 0.2 g of N-palmitoyl-S-[2-(R,S)-palmitoyloxyoctadecyl]-(L)-cysteine benzhydryl ester is dissolved at room temperature in a mixture of 0.4 ml of trifluoroacetic acid and 1.6 ml of methylene chloride and the mixture is allowed to react for 2 hours. The mixture is evaporated to dryness under reduced pressure, the residue is dissolved in chloroform and the chloroform layer is extracted several times with water. After drying with sodium sulfate and evaporation of the solvent there is obtained a cryst... The reactants are BrCC1CC=2C(=C3C=CC(NC3=C(C2)C)=O)O1 (2-bromomethyl-5-methyl-2,3,6,7-tetrahydrofuro-[2,3-f]quinoline-7-one), Cl.NCCS (cysteamine hydrochloride), [OH-].[Na+] (caustic soda). Solvent: CN(C=O)C (dimethylformamide), O (water). Run at time 1 hour. Yields the product NCCSCC1CC=2C(=C3C=CC(NC3=C(C2)C)=O)O1 (2-[1-(2-Aminoethylthio)methyl]-5-methyl-2,3,6,7-tetrahydrofuro-[2,3-f]quinoline-7-one). Isolated yield 82.0%. RXN SMILES: Br[CH2:2][CH:3]1[O:17][C:6]2=[C:7]3[C:12](=[C:13]([CH3:15])[CH:14]=[C:5]2[CH2:4]1)[NH:11][C:10](=[O:16])[CH:9]=[CH:8]3.Cl.[NH2:19][CH2:20][CH2:21][SH:22].[OH-].[Na+]>CN(C)C=O.O>[NH2:19][CH2:20][CH2:21][S:22][CH2:2][CH:3]1[O:17][C:6]2=[C:7]3[C:12](=[C:13]([CH3:15])[CH:14]=[C:5]2[CH2:4]1)[NH:11][C:10](=[O:16])[CH:9]=[CH:8]3 |f:1.2,3.4|. Reported procedure: To a suspension of 2-bromomethyl-5-methyl-2,3,6,7-tetrahydrofuro-[2,3-f]quinoline-7-one (0.882 g) in dimethylformamide (40 ml), cysteamine hydrochloride (3.41 g) and caustic soda (2.40 g) in water (20 ml) were added and stirred at room temperature for 1 hour. The solvent was distilled off under reduced pressure. The residue was combined with water, and extracted with chloroform. The extract was washed with water and dried. The solvent was evaporated and the residue was crystallized from chlorofo... Procedure details: A mixture of 266 (180 mg, 1.18 mmol), 2-fluoro-4-nitrophenol (558 mg, 3.55 mmol) and K2CO3 (981 mg, 7.10 mmol) in Ph2O (4 mL) was heated at 170° C. for 8 hours, cooled to room temperature and partitioned between EtOAc and water. Organic phase was collected, dried over anhydrous Na2SO4 and concentrated. The residue was purified by flash column chromatography with gradient elution of hexane, to hexane/EtOAc (1:1), to afford the title compound 267 (84 mg, 26% yield) as a yellowish solid. MS (m/z): ... Reaction conditions: temperature 170 celsius. As a reaction SMILES: Cl[C:2]1[CH:7]=[CH:6][N:5]=[C:4]2[CH:8]=[CH:9][NH:10][C:3]=12.[F:11][C:12]1[CH:17]=[C:16]([N+:18]([O-:20])=[O:19])[CH:15]=[CH:14][C:13]=1[OH:21].C([O-])([O-])=O.[K+].[K+]>O(C1C=CC=CC=1)C1C=CC=CC=1>[F:11][C:12]1[CH:17]=[C:16]([N+:18]([O-:20])=[O:19])[CH:15]=[CH:14][C:13]=1[O:21][C:2]1[CH:7]=[CH:6][N:5]=[C:4]2[CH:8]=[CH:9][NH:10][C:3]=12 |f:2.3.4|. Yield: 26.1%. Reactants: ClC1=C2C(=NC=C1)C=CN2 (7-Chloro-1H-pyrrolo[3,2-b]pyridine), FC1=C(C=CC(=C1)[N+](=O)[O-])O (2-fluoro-4-nitrophenol), C(=O)([O-])[O-].[K+].[K+] (K2CO3). Product: FC1=C(OC2=C3C(=NC=C2)C=CN3)C=CC(=C1)[N+](=O)[O-] (7-(2-Fluoro-4-nitrophenoxy)-1H-pyrrolo[3,2-b]pyridine). The solvent is O(C1=CC=CC=C1)C1=CC=CC=C1 (Ph2O).